This data is from the Open Reaction Database (ORD), a public repository of structured organic reaction records. The task is: describe an organic reaction: reactants, conditions, products, and yield Reactants: ClC1=C(C=CC(=C1)O)C(C(C(F)(F)F)(O)C=1C=C(C(N(C1)C)=O)C)C (5-[2-(2-chloro-4-hydroxy-phenyl)-1-hydroxy-1-trifluoromethyl-propyl]-1,3-dimethyl-1H-pyridin-2-one), C(#N)C=1C=CC(=NC1C)F (5-cyano-2-fluoro-6-picoline), N12CCN(CC1)CC2 (1,4-diazabicyclo[2.2.2]octane). The solvent is C(C)N(CC)CC (triethylamine). Yields the product ClC=1C=C(OC2=NC(=C(C#N)C=C2)C)C=CC1C(C(C(F)(F)F)(O)C1=CN(C(C(=C1)C)=O)C)C (6-{3-Chloro-4-[2-(1,5-dimethyl-6-oxo-1,6-dihydro-pyridin-3-yl)-3,3,3-trifluoro-2-hydroxy-1-methyl-propyl]-phenoxy}-2-methyl-nicotinonitrile). As a reaction SMILES: [Cl:1][C:2]1[CH:7]=[C:6]([OH:8])[CH:5]=[CH:4][C:3]=1[CH:9]([CH3:25])[C:10]([C:16]1[CH:17]=[C:18]([CH3:24])[C:19](=[O:23])[N:20]([CH3:22])[CH:21]=1)([OH:15])[C:11]([F:14])([F:13])[F:12].[C:26]([C:28]1[CH:29]=[CH:30][C:31](F)=[N:32][C:33]=1[CH3:34])#[N:27].N12CCN(CC1)CC2>C(N(CC)CC)C>[Cl:1][C:2]1[CH:7]=[C:6]([CH:5]=[CH:4][C:3]=1[CH:9]([CH3:25])[C:10]([C:16]1[CH:17]=[C:18]([CH3:24])[C:19](=[O:23])[N:20]([CH3:22])[CH:21]=1)([OH:15])[C:11]([F:13])([F:14])[F:12])[O:8][C:31]1[CH:30]=[CH:29][C:28]([C:26]#[N:27])=[C:33]([CH3:34])[N:32]=1. Reported procedure: In analogy to Example 163, 5-[2-(2-chloro-4-hydroxy-phenyl)-1-hydroxy-1-trifluoromethyl-propyl]-1,3-dimethyl-1H-pyridin-2-one (Example 203, step 5) was reacted with 5-cyano-2-fluoro-6-picoline in the presence of triethylamine and 1,4-diazabicyclo[2.2.2]octane to give the title compound as a colorless solid. MS (m/e)=492.1 [M+H+]. Starting materials: BrC1=CC(=C(C=C1)C(=O)N1CCN(CC1)C1=NC=C(C=C1C)C)F ((4-bromo-2-fluorophenyl)[4-(3,5-dimethylpyridin-2-yl)piperazin-1-yl]methanone), CNS(=O)(=O)C (N-methylmethanesulfonamide). The product is CC=1C(=NC=C(C1)C)N1CCN(CC1)C(=O)C1=C(C=C(C=C1)N(S(=O)(=O)C)C)F (N-{4-[4-(3,5-dimethylpyridin-2-yl)piperazine-1-carbonyl]-3-fluorophenyl}-N-methylmethanesulfonamide). Yield: 89.5%. Reaction SMILES: Br[C:2]1[CH:7]=[CH:6][C:5]([C:8]([N:10]2[CH2:15][CH2:14][N:13]([C:16]3[C:21]([CH3:22])=[CH:20][C:19]([CH3:23])=[CH:18][N:17]=3)[CH2:12][CH2:11]2)=[O:9])=[C:4]([F:24])[CH:3]=1.[CH3:25][NH:26][S:27]([CH3:30])(=[O:29])=[O:28]>>[CH3:22][C:21]1[C:16]([N:13]2[CH2:14][CH2:15][N:10]([C:8]([C:5]3[CH:6]=[CH:7][C:2]([N:26]([CH3:25])[S:27]([CH3:30])(=[O:29])=[O:28])=[CH:3][C:4]=3[F:24])=[O:9])[CH2:11][CH2:12]2)=[N:17][CH:18]=[C:19]([CH3:23])[CH:20]=1. Procedure: Using (4-bromo-2-fluorophenyl)[4-(3,5-dimethylpyridin-2-yl)piperazin-1-yl]methanone (624 mg) described in Preparation Example 114 and N-methylmethanesulfonamide (349 mg) and by the reaction and treatment in the same manner as in Example 4, the title compound (599 mg) was obtained.